Dataset: the Open Reaction Database (ORD), a public repository of structured organic reaction records. Task: describe an organic reaction: reactants, conditions, products, and yield Reactants: Cl (HCl), C(C1=CC=CC=C1)OCCN1C2=C(C3=C([C@@H](C1=O)NC(C(C(=O)NCC(C(F)(F)F)(F)F)C)=O)C=CC=C3)C=CC=C2 (N—[(S)-5-(2-Benzyloxy-ethyl)-6-oxo-6,7-dihydro-5H-dibenzo[b,d]azepin-7-yl]-2-methyl-N′-(2,2,3,3,3-pentafluoro-propyl)-malonamide). The reagents and catalysts are [Pd] (palladium on carbon). Solvent: CO (methanol). Conditions: time 2 day. Product: OCCN1C2=C(C3=C([C@@H](C1=O)NC(C(C(=O)NCC(C(F)(F)F)(F)F)C)=O)C=CC=C3)C=CC=C2 (N—[(S)-5-(2-Hydroxy-ethyl)-6-oxo-6,7-dihydro-5H-dibenzo[b,d]azepin-7-yl]-2-methyl-N ′-(2,2,3,3,3-pentafluoro-propyl)-malonamide), solid. The yield is 94.0%. Reaction SMILES: C([O:8][CH2:9][CH2:10][N:11]1[C:17](=[O:18])[C@@H:16]([NH:19][C:20](=[O:34])[CH:21]([CH3:33])[C:22]([NH:24][CH2:25][C:26]([F:32])([F:31])[C:27]([F:30])([F:29])[F:28])=[O:23])[C:15]2[CH:35]=[CH:36][CH:37]=[CH:38][C:14]=2[C:13]2[CH:39]=[CH:40][CH:41]=[CH:42][C:12]1=2)C1C=CC=CC=1.Cl>CO.[Pd]>[OH:8][CH2:9][CH2:10][N:11]1[C:17](=[O:18])[C@@H:16]([NH:19][C:20](=[O:34])[CH:21]([CH3:33])[C:22]([NH:24][CH2:25][C:26]([F:31])([F:32])[C:27]([F:29])([F:30])[F:28])=[O:23])[C:15]2[CH:35]=[CH:36][CH:37]=[CH:38][C:14]=2[C:13]2[CH:39]=[CH:40][CH:41]=[CH:42][C:12]1=2. Procedure: N—[(S)-5-(2-Benzyloxy-ethyl)-6-oxo-6,7-dihydro-5H-dibenzo[b,d]azepin-7-yl]-2-methyl-N′-(2,2,3,3,3-pentafluoro-propyl)-malonamide (113 mg, 0.19 mmol) were dissolved in methanol (20 ml) and treated with 37% aqueous HCl (0.1 ml) and palladium on carbon (10%, 6 mg) and stirred for 2 days under an atmosphere of hydrogen. After filtration and evaporation of the solvent, the title compound was obtained as white solid (94%). MS: m/e=450(M+H+). Procedure: To a flame dried 250 ml round bottom flask, flushed with Argon, was added glycine methyl ester hydrochloride (10.0 g, 79.64 mmol), benzophenone-imine (13.36 ml, 79.64 mmol) and CH2Cl2 (100 ml). The mixture was stirred at room temperature for 18 hrs, filtered and evaporated to dryness in vacuo. The concentrated yellow oil so obtained was then recrystallized, giving 19.96 g (98.94% yield) of the title product as a white solid. Reaction SMILES: Cl.[CH3:2][O:3][C:4](=[O:7])[CH2:5][NH2:6].[C:8](=[NH:21])([C:15]1[CH:20]=[CH:19][CH:18]=[CH:17][CH:16]=1)[C:9]1[CH:14]=[CH:13][CH:12]=[CH:11][CH:10]=1>C(Cl)Cl>[CH3:2][O:3][C:4](=[O:7])[CH2:5][NH2:6].[C:8](=[NH:21])([C:15]1[CH:16]=[CH:17][CH:18]=[CH:19][CH:20]=1)[C:9]1[CH:14]=[CH:13][CH:12]=[CH:11][CH:10]=1 |f:0.1,4.5|. The reactants are Cl.COC(CN)=O (glycine methyl ester hydrochloride), C(C1=CC=CC=C1)(C1=CC=CC=C1)=N (benzophenone-imine). The solvent is C(Cl)Cl (CH2Cl2). The product is COC(CN)=O.C(C1=CC=CC=C1)(C1=CC=CC=C1)=N (Benzophenone-imine Glycine methyl ester). Isolated yield 92.7%. Conditions: time 18 hour. Reactants: C(=O)(O)C1=CC=CC=2OCCOC21 (5-Carboxy-2,3-dihydro-1,4-benzodioxin), C(O)([O-])=O.[Na+] (sodium hydrogen carbonate), O.C(C)(=O)OCC (water ethyl acetate). The solvent is CN(C(C)=O)C (N,N-dimethylacetamide). Run at time 24 hour. The product is COC(=O)C1=CC=CC=2OCCOC21 (5-Methoxycarbonyl-2,3-dihydro-1,4-benzodioxin). RXN SMILES: [C:1]([C:4]1[C:13]2[O:12][CH2:11][CH2:10][O:9][C:8]=2[CH:7]=[CH:6][CH:5]=1)([OH:3])=[O:2].[C:14](=O)([O-])O.[Na+].O.C(OCC)(=O)C>CN(C)C(=O)C>[CH3:14][O:2][C:1]([C:4]1[C:13]2[O:12][CH2:11][CH2:10][O:9][C:8]=2[CH:7]=[CH:6][CH:5]=1)=[O:3] |f:1.2,3.4|. Procedure details: 3.46 g (19.2 mmol) of the acid obtained in Step A are added to a mixture of 9.62 g (114.6 mmol) of sodium hydrogen carbonate and 3.57 ml (57.6 mmol) of iodomethanie in 40 ml of N,N-dimethylacetamide. After 24 hours' stirling under argon and protected from light, the solvent is removed by evaporation in vacuo. The residue obtained is then taken up in a 1/1 water/ethyl acetate mixture and the aqueous phase is subsequently extracted with ethyl acetate. After drying over magnesium sulphate and filtr... The reactants are N[C@@H](CCN1CCC(CC1)C=1C=C(C=CC1)NC(C(C)C)=O)C1=CC=CC=C1 (N-(3-{1-[(3S)-3-amino-3-phenylpropyl]-4-piperidinyl}phenyl)-2-methylpropanamide), [N+](=O)([O-])C1=CC=C(C=C1)N1N=CC(=C1C(F)(F)F)C(=O)Cl (1-(4-nitrophenyl)-5-(trifluoromethyl)-1H-pyrazole-4-carbonyl chloride). Yields the product C(C(C)C)(=O)NC=1C=C(C=CC1)C1CCN(CC1)CC[C@@H](C1=CC=CC=C1)NC(=O)C=1C=NN(C1C(F)(F)F)C1=CC=C(C=C1)[N+](=O)[O-] (N-((1S)-3-{4-[3-(ISOBUTYRYLAMINO)PHENYL]-1-PIPERIDINYL}-1-PHENYLPROPYL)-1-(4-NITROPHENYL)-5-(TRIFLUOROMETHYL)-1H-PYRAZOLE-4-CARBOXAMIDE). Reaction SMILES: [NH2:1][C@H:2]([C:23]1[CH:28]=[CH:27][CH:26]=[CH:25][CH:24]=1)[CH2:3][CH2:4][N:5]1[CH2:10][CH2:9][CH:8]([C:11]2[CH:12]=[C:13]([NH:17][C:18](=[O:22])[CH:19]([CH3:21])[CH3:20])[CH:14]=[CH:15][CH:16]=2)[CH2:7][CH2:6]1.[N+:29]([C:32]1[CH:37]=[CH:36][C:35]([N:38]2[C:42]([C:43]([F:46])([F:45])[F:44])=[C:41]([C:47](Cl)=[O:48])[CH:40]=[N:39]2)=[CH:34][CH:33]=1)([O-:31])=[O:30]>>[C:18]([NH:17][C:13]1[CH:12]=[C:11]([CH:8]2[CH2:9][CH2:10][N:5]([CH2:4][CH2:3][C@H:2]([NH:1][C:47]([C:41]3[CH:40]=[N:39][N:38]([C:35]4[CH:36]=[CH:37][C:32]([N+:29]([O-:31])=[O:30])=[CH:33][CH:34]=4)[C:42]=3[C:43]([F:44])([F:45])[F:46])=[O:48])[C:23]3[CH:24]=[CH:25][CH:26]=[CH:27][CH:28]=3)[CH2:6][CH2:7]2)[CH:16]=[CH:15][CH:14]=1)(=[O:22])[CH:19]([CH3:21])[CH3:20]. Procedure: Prepared by Procedure Q1 and Scheme AC using N-(3-{1-[(3S)-3-amino-3-phenylpropyl]-4-piperidinyl}phenyl)-2-methylpropanamide and 1-(4-nitrophenyl)-5-(trifluoromethyl)-1H-pyrazole-4-carbonyl chloride: ESMS m/e: 663.2 (M+H)+.